This data is from the Open Reaction Database (ORD), a public repository of structured organic reaction records. The task is: describe an organic reaction: reactants, conditions, products, and yield The reactants are OC1C(C(CCC1)=NO)(C)C (3-hydroxy-2,2-dimethylcyclohexanone oxime), N (ammonia). The reagents and catalysts are [Ni] (Raney nickel). Solvent: CO (MeOH). Conditions: temperature 25 celsius, time 8 hour. The product is NC1C(C(CCC1)O)(C)C (3-Amino-2,2-dimethylcyclohexanol). The yield is 79.3%. As a reaction SMILES: [OH:1][CH:2]1[CH2:7][CH2:6][CH2:5][C:4](=[N:8]O)[C:3]1([CH3:11])[CH3:10].N>[Ni].CO>[NH2:8][CH:4]1[CH2:5][CH2:6][CH2:7][CH:2]([OH:1])[C:3]1([CH3:11])[CH3:10]. Reported procedure: A mixture of 3-hydroxy-2,2-dimethylcyclohexanone oxime (1.8 g, crude) and Raney nickel (1.5 g) in a MeOH (50 mL) and ammonia (5 mL) was stirred at 25° C. under hydrogen atmosphere overnight. The reaction mixture was filtered through celite and the filter cake was rinsed with MeOH (50 mL). The filtrate was concentrated to afford the title compound (1.30 g, crude). MS (ESI) m/z 144.2 [M+H]+. Starting materials: FC1=CC2=C(N=CN=C2NC2=CC(=C(C=C2)OC=2C=NC=CC2)C)C=N1 ((6-fluoro-pyrido[3,4-d]pyrimidin-4-yl)-[3-methyl-4-(pyridin-3-yloxy)-phenyl]-amine), C(C)(C)(C)OC(NC1C2CNCC12)=O ((3-aza-bicyclo[3.1.0]hex-6-yl)-carbamic acid tert-butyl ester). Solvent: C(C)O (ethanol), C(Cl)(Cl)Cl (chloroform). Yields the product NC1C2CN(CC12)C1=CC2=C(N=CN=C2NC2=CC(=C(C=C2)OC=2C=NC=CC2)C)C=N1 ([6-(6-Amino-3-aza-bicyclo[3.1.0]hex-3-yl)-pyrido[3,4-d]pyrimidin-4-yl]-[3-methyl-4-(pyridin-3-yloxy)-phenyl]-amine). Isolated yield 53.7%. As a reaction SMILES: F[C:2]1[N:26]=[CH:25][C:5]2[N:6]=[CH:7][N:8]=[C:9]([NH:10][C:11]3[CH:16]=[CH:15][C:14]([O:17][C:18]4[CH:19]=[N:20][CH:21]=[CH:22][CH:23]=4)=[C:13]([CH3:24])[CH:12]=3)[C:4]=2[CH:3]=1.C(OC(=O)[NH:33][CH:34]1[CH:39]2[CH:35]1[CH2:36][NH:37][CH2:38]2)(C)(C)C>C(O)C.C(Cl)(Cl)Cl>[NH2:33][CH:34]1[CH:39]2[CH:35]1[CH2:36][N:37]([C:2]1[N:26]=[CH:25][C:5]3[N:6]=[CH:7][N:8]=[C:9]([NH:10][C:11]4[CH:16]=[CH:15][C:14]([O:17][C:18]5[CH:19]=[N:20][CH:21]=[CH:22][CH:23]=5)=[C:13]([CH3:24])[CH:12]=4)[C:4]=3[CH:3]=1)[CH2:38]2. Procedure: A solution of 2.71 g (7.83 mmol) of (6-fluoro-pyrido[3,4-d]pyrimidin-4-yl)-[3-methyl-4-(pyridin-3-yloxy)-phenyl]-amine and 31.0 g (156.5 mmol) of (3-aza-bicyclo[3.1.0]hex-6-yl)-carbamic acid tert-butyl ester in 20 mL of ethanol in a sealed tube was heated at 105° C. for 24 hours. The mixture was cooled to room temperature and diluted with chloroform. The organics were washed sequentially with 3×150 mL saturated sodium bicarbonate and 1×50 mL of saturated sodium chloride, dried over sodium sulfat...